This data is from the Open Reaction Database (ORD), a public repository of structured organic reaction records. The task is: describe an organic reaction: reactants, conditions, products, and yield Reactants: NC1=CC=C(C=C1)CC(=O)O ((4-Amino-phenyl)-acetic acid), [NH4+].N#C[S-] (NH4SCN), BrBr (Br2). The solvent is C(C)(=O)O (acetic acid), C(C)(=O)O (acetic acid). Conditions: temperature 15 celsius, time 4 hour. Yields the product NC=1SC2=C(N1)C=CC(=C2)CC(=O)O ((2-amino-benzothiazol-6-yl)-acetic acid). As a reaction SMILES: [NH2:1][C:2]1[CH:7]=[CH:6][C:5]([CH2:8][C:9]([OH:11])=[O:10])=[CH:4][CH:3]=1.[NH4+].[N:13]#[C:14][S-:15].BrBr>C(O)(=O)C>[NH2:13][C:14]1[S:15][C:7]2[CH:6]=[C:5]([CH2:8][C:9]([OH:11])=[O:10])[CH:4]=[CH:3][C:2]=2[N:1]=1 |f:1.2|. Procedure: (4-Amino-phenyl)-acetic acid (20 g, 132.5 mmol) and NH4SCN (20 g, 263.2 mmol) were dissolved in 300 ml of acetic acid and the mixture was cooled to 15° C., treated with Br2 (21.2 g, 6.8 ml) in acetic acid (10 ml) and the temperature did not exceed 15° C. Then the reaction was stirred at room temperature for 4 h. The mixture was filtered and the cake was re-dissolved in water, adjusted the pH=5. The precipitate was filtered and dried to obtain 2-amino-benzothiazol-6-yl)-acetic acid as light yello... Reactants: C(C)OC(C1=CC=C(C=C1)N(C=1C=C2C(OC(C2=CC1)(C)C)(C)C)CCCC)=O (4-[n-butyl-(1,1,3,3-tetramethyl-1,3-dihydro-isobenzofuran-5-yl)-amino]-benzoic acid ethyl ester), C(C)OC(C1=CC=C(C=C1)N(C=1C=C2C(OC(C2=CC1)(C)C)(C)C)CCCC)=O (4-[n-butyl-(1,1,3,3-tetramethyl-1,3-dihydro-isobenzofuran-5-yl)-amino]-benzoic acid ethyl ester), [OH-].[Na+] (sodium hydroxide). Solvent: C(C)O (ethanol). Reaction conditions: temperature 55 celsius. The product is C(CCC)N(C1=CC=C(C(=O)O)C=C1)C=1C=C2C(OC(C2=CC1)(C)C)(C)C (4-[n-Butyl-(1,1,3,3-tetramethyl-1,3-dihydro-isobenzofuran-5-yl)-amino]-benzoic acid). Yield: 41.3%. Reaction SMILES: C([O:3][C:4](=[O:29])[C:5]1[CH:10]=[CH:9][C:8]([N:11]([CH2:25][CH2:26][CH2:27][CH3:28])[C:12]2[CH:13]=[C:14]3[C:18](=[CH:19][CH:20]=2)[C:17]([CH3:22])([CH3:21])[O:16][C:15]3([CH3:24])[CH3:23])=[CH:7][CH:6]=1)C.[OH-].[Na+]>C(O)C>[CH2:25]([N:11]([C:12]1[CH:13]=[C:14]2[C:18](=[CH:19][CH:20]=1)[C:17]([CH3:22])([CH3:21])[O:16][C:15]2([CH3:23])[CH3:24])[C:8]1[CH:7]=[CH:6][C:5]([C:4]([OH:29])=[O:3])=[CH:10][CH:9]=1)[CH2:26][CH2:27][CH3:28] |f:1.2|. Reported procedure: A solution of 4-[n-butyl-(1,1,3,3-tetramethyl-1,3-dihydro-isobenzofuran-5-yl)-amino]-benzoic acid ethyl ester (Compound 82, 0.224 g, 0.6 mmol) in 20 mL of ethanol was treated with 2 mL of 5M sodium hydroxide solution and the resulting solution was heated at 55° C. for 2 hours. The volatiles were removed by distillation in vacuo and the residue was acidified using hydrochloric acid and extracted with ethyl acetate. The organic extract was washed with brine, dried over anhydrous sodium sulfate and...